From a dataset of the Open Reaction Database (ORD), a public repository of structured organic reaction records. describe an organic reaction: reactants, conditions, products, and yield The reactants are S(=O)(Cl)Cl (thionyl chloride), COC=1C=C(C=CC1OC)C1=NN(C([C@H]2CCCC[C@@H]12)=O)CC1=CC=C(C(=O)O)C=C1 ((cis)-4-(4-(3,4-Dimethoxyphenyl)-1-oxo-4a,5,6,7,8,8a-hexahydro-1H-phthalazin-2-ylmethyl)-benzoic acid), CO (methanol). Reaction conditions: time 6 hour. The product is COC=1C=C(C=CC1OC)C1=NN(C([C@H]2CCCC[C@@H]12)=O)CC1=CC=C(C(=O)OC)C=C1 (Methyl (cis)-4-(4-(3,4-dimethoxyphenyl)-1-oxo-4a,5,6,7,8,8a-hexahydro-1H-phthalazin-2-ylmethyl)benzoate). Reaction SMILES: S(Cl)(Cl)=O.[CH3:5][O:6][C:7]1[CH:8]=[C:9]([C:15]2[C@H:24]3[C@H:19]([CH2:20][CH2:21][CH2:22][CH2:23]3)[C:18](=[O:25])[N:17]([CH2:26][C:27]3[CH:35]=[CH:34][C:30]([C:31]([OH:33])=[O:32])=[CH:29][CH:28]=3)[N:16]=2)[CH:10]=[CH:11][C:12]=1[O:13][CH3:14].[CH3:36]O>>[CH3:5][O:6][C:7]1[CH:8]=[C:9]([C:15]2[C@H:24]3[C@H:19]([CH2:20][CH2:21][CH2:22][CH2:23]3)[C:18](=[O:25])[N:17]([CH2:26][C:27]3[CH:28]=[CH:29][C:30]([C:31]([O:33][CH3:36])=[O:32])=[CH:34][CH:35]=3)[N:16]=2)[CH:10]=[CH:11][C:12]=1[O:13][CH3:14]. Reported procedure: 3 ml of thionyl chloride was added slowly to a solution of 1 g of compound 83 in methanol at -20° C. After complete addition, the mixture was stirred for 6 hours at room temperature and subsequently evaporated. The compound was crystallized from diethyl ether at -20° C. M.p. 90°-92° C. Yields the product Cn1cnc2c1CC(C(=O)O)N(S(=O)(=O)c1ccc(-c3ccc(N)cc3)cc1)C2. The reactants are CN(C)C=O, Cn1cnc2c1CC(C(=O)O)N(S(=O)(=O)c1ccc(-c3ccc([N+](=O)[O-])cc3)cc1)C2. Reaction SMILES: [CH3:32][N:33]([CH3:34])[CH:35]=[O:36].[N+:1]([O-:2])(=[O:3])[c:4]1[cH:5][cH:6][c:7](-[c:10]2[cH:11][cH:12][c:13]([S:16](=[O:17])(=[O:18])[N:19]3[CH2:20][c:21]4[c:22]([n:28]([CH3:31])[cH:29][n:30]4)[CH2:23][CH:24]3[C:25](=[O:26])[OH:27])[cH:14][cH:15]2)[cH:8][cH:9]1>>[NH2:1][c:4]1[cH:5][cH:6][c:7](-[c:10]2[cH:11][cH:12][c:13]([S:16](=[O:17])(=[O:18])[N:19]3[CH2:20][c:21]4[c:22]([n:28]([CH3:31])[cH:29][n:30]4)[CH2:23][CH:24]3[C:25](=[O:26])[OH:27])[cH:14][cH:15]2)[cH:8][cH:9]1. Starting materials: CC(F)(F)C1=CC=C(C=C1)C#N (p-CH3CF2C6H4CN), aqueous solution, OO (H2O2), [OH-].[Na+] (NaOH). As a reaction SMILES: [CH3:1][C:2]([C:5]1[CH:10]=[CH:9][C:8]([C:11]#[N:12])=[CH:7][CH:6]=1)([F:4])[F:3].[OH:13]O.[OH-].[Na+]>>[F:4][C:2]([C:5]1[CH:10]=[CH:9][C:8]([C:11]([NH2:12])=[O:13])=[CH:7][CH:6]=1)([F:3])[CH3:1] |f:2.3|. Run in aqueous solution. Reported procedure: 5 gm of p-CH3CF2C6H4CN, 200 ml of an aqueous solution of H2O2 at 3% and 10 ml of an aqueous solution of NaOH at 25% were reacted at 60° C. during 4 hours. A white precipitate was progressively formed. The reaction medium was then cooled, filtered, washed with water and dried under vacuum. 5.5 gm of ##STR45## were obtained. Product: FC(C)(F)C1=CC=C(C(=O)N)C=C1 (para α,α-difluoro ethyl benzamide). The product is C(=O)(OC(C)(C)C)C1C2(CCC(C1)(CC2)CN)C(=O)N (Boc-4-aminomethylbicyclo-[2.2.2]octane carboxamide). Run in CN(C)C=O (DMF). RXN SMILES: [C:1]([CH:8]1[CH2:13][C:12]2([CH2:16][NH2:17])[CH2:14][CH2:15][C:9]1([C:18]([OH:20])=O)[CH2:10][CH2:11]2)([O:3][C:4]([CH3:7])([CH3:6])[CH3:5])=[O:2].C(N1C=CN=C1)([N:23]1C=CN=C1)=O.[NH4+].[OH-].O>CN(C=O)C>[C:1]([CH:8]1[CH2:13][C:12]2([CH2:16][NH2:17])[CH2:11][CH2:10][C:9]1([C:18]([NH2:23])=[O:20])[CH2:15][CH2:14]2)([O:3][C:4]([CH3:7])([CH3:6])[CH3:5])=[O:2] |f:2.3|. Procedure: A stirred solution under N2 of 12.0 g (42.5 mmol) of the product from step B in 100 ml of DMF was treated with 8.0 g (49.3 mmol) of carbonyldiimidazole. After 30 min the DMF was evaporated in vacuo to afford 50-60 ml of a light brown paste, which was stirred and treated with 70 ml of conc. NH4OH rapidly added. The initial solution turned to a white paste within 30 min, after which H2O was added up to a total volume of 400 ml to complete precipitation of product, which was triturated and isolated... Starting materials: initial solution, O (H2O), C(=O)(OC(C)(C)C)C1C2(CCC(C1)(CC2)CN)C(=O)O (Boc-4-aminomethylbicyclo-[2.2.2]octane carboxylic acid), C(=O)(N1C=NC=C1)N1C=NC=C1 (carbonyldiimidazole), [NH4+].[OH-] (NH4OH). Reactants: [OH-].[Na+] (sodium hydroxide), C(CCC)OC1=C(C2=CC=C(C(=C2C=C1)C(F)(F)F)OC)C(=O)N(CC(=O)OC)C (N-[[2-butoxy-6-methoxy-5-(trifluoromethyl)-1-naphthalenyl]carbonyl]-N-methylglycine, methyl ester). The solvent is C1CCOC1 (THF), CO (methanol). The product is C(CCC)OC1=C(C2=CC=C(C(=C2C=C1)C(F)(F)F)OC)C(=O)N(CC(=O)O)C (N-[[2-Butoxy-6-methoxy-5-(trifluoromethyl)-1-naphthalenyl]carbonyl]-N-methylglycine). Isolated yield 69.1%. Reaction SMILES: [OH-].[Na+].[CH2:3]([O:7][C:8]1[CH:17]=[CH:16][C:15]2[C:10](=[CH:11][CH:12]=[C:13]([O:22][CH3:23])[C:14]=2[C:18]([F:21])([F:20])[F:19])[C:9]=1[C:24]([N:26]([CH3:32])[CH2:27][C:28]([O:30]C)=[O:29])=[O:25])[CH2:4][CH2:5][CH3:6]>C1COCC1.CO>[CH2:3]([O:7][C:8]1[CH:17]=[CH:16][C:15]2[C:10](=[CH:11][CH:12]=[C:13]([O:22][CH3:23])[C:14]=2[C:18]([F:21])([F:20])[F:19])[C:9]=1[C:24]([N:26]([CH3:32])[CH2:27][C:28]([OH:30])=[O:29])=[O:25])[CH2:4][CH2:5][CH3:6] |f:0.1|. Reported procedure: Aqueous sodium hydroxide (2.5N, 2.7 mL, 1.2 eq) was added to a stirred solution of N-[[2-butoxy-6-methoxy-5-(trifluoromethyl)-1-naphthalenyl]carbonyl]-N-methylglycine, methyl ester (2.35 g, 5.50 mmol) in THF (22 mL) and methanol (6 mL) at room temperature. After 11/2 hours the organic solvents were removed and the residue was taken up in water (250 mL). The aqueous phase was acidified to pH 1 with 10% HCl, then extracted with ethyl acetate. The extracts were combined, dried over MgSO4, and conce... Starting materials: ClC=1C(=C(C=O)C(=CC1)Cl)C (3,6-dichloro-2-methylbenzaldehyde), S(=O)(=O)(O)O.NO (hydroxylamine sulfate), [OH-].[Na+] (NaOH). The solvent is C1(=CC=CC=C1)C (toluene). Conditions: temperature 80 celsius, time 2 hour. Product: ClC=1C(=C(C=NO)C(=CC1)Cl)C (3,6-dichloro-2-methylbenzaldoxime). As a reaction SMILES: [Cl:1][C:2]1[C:3]([CH3:11])=[C:4]([C:7]([Cl:10])=[CH:8][CH:9]=1)[CH:5]=O.S(O)(O)(=O)=O.[NH2:17][OH:18].[OH-].[Na+]>C1(C)C=CC=CC=1>[Cl:1][C:2]1[C:3]([CH3:11])=[C:4]([C:7]([Cl:10])=[CH:8][CH:9]=1)[CH:5]=[N:17][OH:18] |f:1.2,3.4|. Procedure details: 198 g (0.975 mol) of 93% pure 3,6-dichloro-2-methylbenzaldehyde and 416.2 g (0.634 mol) of a 25% strength aqueous solution of hydroxylamine sulfate are mixed in 1.5 l of toluene and heated at 80° C. Over a period of 2 h, 109.2 g (1.36 mol) of 50% strength NaOH are then added dropwise such that the pH is between 3 and 5. Stirring at 80° C. is continued for 1 h, and the phases are then separated at 80° C. The organic phase is washed once with 250 ml of water. The organic phase is concentrated and ... The reactants are C1CNCCC12CCCCC2 (3-azaspiro[5.5]undecane), C(C)(=O)OC(C)=O (acetic anhydride). Solvent: O1CCCC1 (tetrahydrofuran). Yields the product C(C)(=O)N1CCC2(CC1)CCCCC2 (3-Acetyl-3-azaspiro[5.5]undecane). Reaction SMILES: [CH2:1]1[C:6]2([CH2:11][CH2:10][CH2:9][CH2:8][CH2:7]2)[CH2:5][CH2:4][NH:3][CH2:2]1.[C:12](OC(=O)C)(=[O:14])[CH3:13]>O1CCCC1>[C:12]([N:3]1[CH2:4][CH2:5][C:6]2([CH2:11][CH2:10][CH2:9][CH2:8][CH2:7]2)[CH2:1][CH2:2]1)(=[O:14])[CH3:13]. Procedure details: A solution of 7 ml of 3-azaspiro[5.5]undecane and 9.7 ml of acetic anhydride in 19.5 ml of tetrahydrofuran was refluxed for 3 hours. The volatiles were evaporated to a yellow oil which was distilled in a Kugelrohr still giving a yellow oil, BP 90°-100° C./200-atm. The distillate was purified by chromatography on silica gel using 1:1 ethyl acetate:hexanes giving 7.89 g of the desired product as a colorless oil. Reactants: C(C)C=1C=C(C=C(C1OCCCCOCC(OCC)OCC)CC)O (3,5-diethyl-4-(4-(2,2-diethoxyethoxy)butyloxy)phenol), ClC(=CCCl)Cl (1,1,3-trichloro-1-propene), C([O-])([O-])=O.[K+].[K+] (potassium carbonate), CN(C=O)C (N,N-dimethylformamide). The solvent is O (water). Conditions: time 24 hour. Yields the product C(C)C=1C=C(C=C(C1OCCCCOCC(OCC)OCC)CC)OCC=C(Cl)Cl (3,5-diethyl-1-(3,3-dichloro-2-propenyloxy)-4-(4-(2,2-diethoxyethoxy)butyloxy)benzene). Yield: 97.6%. Reaction SMILES: [CH2:1]([C:3]1[CH:4]=[C:5]([OH:25])[CH:6]=[C:7]([CH2:23][CH3:24])[C:8]=1[O:9][CH2:10][CH2:11][CH2:12][CH2:13][O:14][CH2:15][CH:16]([O:20][CH2:21][CH3:22])[O:17][CH2:18][CH3:19])[CH3:2].[Cl:26][C:27]([Cl:31])=[CH:28][CH2:29]Cl.C(=O)([O-])[O-].[K+].[K+].CN(C)C=O>O>[CH2:23]([C:7]1[CH:6]=[C:5]([O:25][CH2:29][CH:28]=[C:27]([Cl:31])[Cl:26])[CH:4]=[C:3]([CH2:1][CH3:2])[C:8]=1[O:9][CH2:10][CH2:11][CH2:12][CH2:13][O:14][CH2:15][CH:16]([O:20][CH2:21][CH3:22])[O:17][CH2:18][CH3:19])[CH3:24] |f:2.3.4|. Procedure: Then, 19.9 g of 3,5-diethyl-4-(4-(2,2-diethoxyethoxy)butyloxy)phenol, 9.20 g of 1,1,3-trichloro-1-propene, 9.15 g of potassium carbonate, and 200 ml of N,N-dimethylformamide were placed in a reaction vessel. After stirring at room temperature for 24 hours, the reaction mixture was poured into water, and extracted twice with diethyl ether. The diethyl ether layers were combined, washed with water, dried over anhydrous magnesium, and concentrated to give a residue. This residue was subjected to si... Reactants: ClCCl.CC(=O)C (dichloromethane acetone), ClCN1S(=O)(=O)C2=CC(=CC=C2C1=O)OCCOCCOC (2-chloromethyl-6-[2-(2-methoxyethoxy)-ethoxy]saccharin), [Na].C1(=CC=CC=C1)N1N=NN=C1S (1-phenyltetrazol-5-thiol sodium salt). Run in C(C)C(=O)C (methyl ethyl ketone). The product is C1(=CC=CC=C1)N1N=NN=C1SCN1S(=O)(=O)C2=CC(=CC=C2C1=O)OCCOCCOC (2-(1-phenyltetrazol-5-yl)thiomethyl-6-[2-(2-methoxyethoxy)ethoxy]saccharin). Yield: 84021.1%. Reaction SMILES: Cl[CH2:2][N:3]1[C:13](=[O:14])[C:12]2[C:7](=[CH:8][C:9]([O:15][CH2:16][CH2:17][O:18][CH2:19][CH2:20][O:21][CH3:22])=[CH:10][CH:11]=2)[S:4]1(=[O:6])=[O:5].[Na].[C:24]1([N:30]2[C:34]([SH:35])=[N:33][N:32]=[N:31]2)[CH:29]=[CH:28][CH:27]=[CH:26][CH:25]=1.ClCCl.CC(C)=O>C(C(C)=O)C>[C:24]1([N:30]2[C:34]([S:35][CH2:2][N:3]3[C:13](=[O:14])[C:12]4[C:7](=[CH:8][C:9]([O:15][CH2:16][CH2:17][O:18][CH2:19][CH2:20][O:21][CH3:22])=[CH:10][CH:11]=4)[S:4]3(=[O:6])=[O:5])=[N:33][N:32]=[N:31]2)[CH:25]=[CH:26][CH:27]=[CH:28][CH:29]=1 |f:1.2,3.4,^1:22|. Procedure details: By a method similar to that of Example 44 condensation of 2-chloromethyl-6-[2-(2-methoxyethoxy)-ethoxy]saccharin (34 g.) and 1-phenyltetrazol-5-thiol sodium salt (0.19 g) in methyl ethyl ketone at 60° C. and purification of the product (470 mg) by column chromatography on silica gel first with dichloromethane and then with dichloromethane-acetone (up to 97:3) as eluant afforded 2-(1-phenyltetrazol-5-yl)thiomethyl-6-[2-(2-methoxyethoxy)ethoxy]saccharin as an oil (390 g, 82% yield). Reactants: [N+](=[N-])=C (diazomethane), OC1C(C(CC1)C=CC(CCCCC)O)CCCCCCC(=O)O (7-[2-hydroxy-5-(3-hydroxy-1-octenyl)cyclopentyl]heptanoic acid). RXN SMILES: [N+](=[CH2:3])=[N-].[OH:4][CH:5]1[CH2:9][CH2:8][CH:7]([CH:10]=[CH:11][CH:12]([OH:18])[CH2:13][CH2:14][CH2:15][CH2:16][CH3:17])[CH:6]1[CH2:19][CH2:20][CH2:21][CH2:22][CH2:23][CH2:24][C:25]([OH:27])=[O:26]>C(OCC)C>[OH:4][CH:5]1[CH2:9][CH2:8][CH:7]([CH:10]=[CH:11][CH:12]([OH:18])[CH2:13][CH2:14][CH2:15][CH2:16][CH3:17])[CH:6]1[CH2:19][CH2:20][CH2:21][CH2:22][CH2:23][CH2:24][C:25]([O:27][CH3:3])=[O:26]. Isolated yield 72.0%. Conditions: time 18 hour. Solvent: C(C)OCC (diethyl ether), C(C)OCC (diethyl ether). Procedure: A solution of diazomethane (0.327 g.) in dry diethyl ether (10 ml.) was added to a solution of 7-[2-hydroxy-5-(3-hydroxy-1-octenyl)cyclopentyl]heptanoic acid (0.4 g.) [prepared as described in Example 1] in dry diethyl ether (10 ml.). The resulting solution was allowed to stand at ambient temperature for 18 hours, during which time a solid precipitated. The solid was removed by filtration and the filtrate evaporated. The remaining traces of ether were removed from the residue by pumping under hi... Yields the product OC1C(C(CC1)C=CC(CCCCC)O)CCCCCCC(=O)OC (methyl 7-[2-hydroxy-5-(3-hydroxy-1-octenyl)cyclopentyl]heptanoate).